describe an organic reaction: reactants, conditions, products, and yield From a dataset of the Open Reaction Database (ORD), a public repository of structured organic reaction records. The reactants are COC1(c2ccc(Cl)c(Cc3ccc(OCC(F)(F)F)cc3)c2)OC(CO[Si](C)(C)C(C)(C)C)C(OCc2ccccc2)C(OCc2ccccc2)C1OCc1ccccc1, CC(=O)Cl, CO. The product is COC1(c2ccc(Cl)c(Cc3ccc(OCC(F)(F)F)cc3)c2)OC(CO)C(OCc2ccccc2)C(OCc2ccccc2)C1OCc1ccccc1. RXN SMILES: [CH2:1]([c:2]1[cH:3][cH:4][cH:5][cH:6][cH:7]1)[O:8][CH:9]1[CH:10]([CH2:53][O:54][Si:55]([C:56]([CH3:57])([CH3:58])[CH3:59])([CH3:60])[CH3:61])[O:11][C:12]([O:31][CH3:32])([c:33]2[cH:34][c:35]([CH2:40][c:41]3[cH:42][cH:43][c:44]([O:47][CH2:48][C:49]([F:50])([F:51])[F:52])[cH:45][cH:46]3)[c:36]([Cl:39])[cH:37][cH:38]2)[CH:13]([O:23][CH2:24][c:25]2[cH:26][cH:27][cH:28][cH:29][cH:30]2)[CH:14]1[O:15][CH2:16][c:17]1[cH:18][cH:19][cH:20][cH:21][cH:22]1.[CH3:62][C:63](=[O:64])[Cl:65].[CH3:66][OH:67]>>[CH2:1]([c:2]1[cH:3][cH:4][cH:5][cH:6][cH:7]1)[O:8][CH:9]1[CH:10]([CH2:53][OH:54])[O:11][C:12]([O:31][CH3:32])([c:33]2[cH:34][c:35]([CH2:40][c:41]3[cH:42][cH:43][c:44]([O:47][CH2:48][C:49]([F:50])([F:51])[F:52])[cH:45][cH:46]3)[c:36]([Cl:39])[cH:37][cH:38]2)[CH:13]([O:23][CH2:24][c:25]2[cH:26][cH:27][cH:28][cH:29][cH:30]2)[CH:14]1[O:15][CH2:16][c:17]1[cH:18][cH:19][cH:20][cH:21][cH:22]1. The reactants are [H-].[Na+] (NaH), CN1[C@H](CCC1)CO ((R)-1-methyl-2-pyrrolidinemethanol), ClC=1C=NC=C(C1)C(F)(F)F (3-chloro-5-trifluoromethylpyridine). Solvent: CN(C)C=O (DMF). The product is CN1[C@H](CCC1)COC=1C=NC=C(C1)C(F)(F)F (3-((1-methyl-2-(R)-pyrrolidinyl)methoxy)-5-trifluoromethylpyridine). RXN SMILES: [CH3:1][N:2]1[CH2:6][CH2:5][CH2:4][C@@H:3]1[CH2:7][OH:8].[H-].[Na+].Cl[C:12]1[CH:13]=[N:14][CH:15]=[C:16]([C:18]([F:21])([F:20])[F:19])[CH:17]=1>CN(C=O)C>[CH3:1][N:2]1[CH2:6][CH2:5][CH2:4][C@@H:3]1[CH2:7][O:8][C:12]1[CH:13]=[N:14][CH:15]=[C:16]([C:18]([F:21])([F:20])[F:19])[CH:17]=1 |f:1.2|. Reported procedure: (R)-1-methyl-2-pyrrolidinemethanol (Aldrich Chemical Co.) was dissolved in 8 mL of DMF and stirred under N2, then 240 mg of NaH (80% dispersion in mineral oil) was added. The reaction mixture was stirred fifteen minutes, and 363 mg of 3-chloro-5-trifluoromethylpyridine (2.0 mmol) was added. The reaction mixture was stirred at 50° C. for 16 hours. The volatiles were removed under vacuum, and the residue was purified by chromatography on silica gel, eluting with 2:1 ethyl acetate:hexane to give 33...